Task: describe an organic reaction: reactants, conditions, products, and yield. Dataset: the Open Reaction Database (ORD), a public repository of structured organic reaction records Starting materials: NC1=CC=C2C(NC=NC2=C1)=O (7-Amino-quinazolin-4-one), N(=O)[O-].[Na+] (sodium nitrite), [I-].[K+] (potassium iodide). Run in O (water), O (water), Cl (HCl). Run at temperature 20 celsius, time 10 minute. Product: IC1=CC=C2C(NC=NC2=C1)=O (7-Iodoquinazoline-4-one). Yield: 17.8%. RXN SMILES: N[C:2]1[CH:11]=[C:10]2[C:5]([C:6](=[O:12])[NH:7][CH:8]=[N:9]2)=[CH:4][CH:3]=1.N([O-])=O.[Na+].[I-:17].[K+]>Cl.O>[I:17][C:2]1[CH:11]=[C:10]2[C:5]([C:6](=[O:12])[NH:7][CH:8]=[N:9]2)=[CH:4][CH:3]=1 |f:1.2,3.4|. Reported procedure: 7-Amino-quinazolin-4-one (R. Dempsy and E. Skito, Biochemistry, 30, 1991, 8480) (1.61 g) was suspended in 6N HCl (20 ml) and cooled in an ice bath. A solution of sodium nitrite (0.75 g) in water (10 ml) was added dropwise over 15 minutes. After a further 10 minutes, a solution of potassium iodide (1.66 g) in water (5 ml) was added dropwise. The mixture was warmed to 20° C. and after 3 hours partitioned between ethyl acetate and sodium thiosulphate. The organic phase was dried and concentrated in... Reactants: 4A, CO[C@@H]([C@H](CO)C)[C@H]([C@H](\C=C\[Sn](CCCC)(CCCC)CCCC)OC)C ((E)-(2S,3S,4R,5R)-3,5-Dimethoxy-2,4-dimethyl-7-tributylstannanyl-hept-6-en-1-ol), C[N+]1(CCOCC1)[O-] (N-methylmorpholine-N-oxide). The reagents and catalysts are CCC[N+](CCC)(CCC)CCC.[O-][Ru](=O)(=O)=O (TPAP). Solvent: ClCCl (dichloromethane). Conditions: time 30 minute. Yields the product CO[C@@H]([C@H](C=O)C)[C@H]([C@H](\C=C\[Sn](CCCC)(CCCC)CCCC)OC)C ((E)-(2R,3R,4R,5R)-3,5-Dimethoxy-2,4-dimethyl-7-tributylstannanyl-hept-6-enal). The yield is 100.1%. As a reaction SMILES: [CH3:1][O:2][C@H:3]([C@@H:8]([CH3:27])[C@@H:9]([O:25][CH3:26])/[CH:10]=[CH:11]/[Sn:12]([CH2:21][CH2:22][CH2:23][CH3:24])([CH2:17][CH2:18][CH2:19][CH3:20])[CH2:13][CH2:14][CH2:15][CH3:16])[C@@H:4]([CH3:7])[CH2:5][OH:6].C[N+]1([O-])CCOCC1>ClCCl.CCC[N+](CCC)(CCC)CCC.[O-][Ru](=O)(=O)=O>[CH3:1][O:2][C@H:3]([C@@H:8]([CH3:27])[C@@H:9]([O:25][CH3:26])/[CH:10]=[CH:11]/[Sn:12]([CH2:21][CH2:22][CH2:23][CH3:24])([CH2:17][CH2:18][CH2:19][CH3:20])[CH2:13][CH2:14][CH2:15][CH3:16])[C@@H:4]([CH3:7])[CH:5]=[O:6] |f:3.4|. Reported procedure: To (E)-(2S,3S,4R,5R)-3,5-Dimethoxy-2,4-dimethyl-7-tributylstannanyl-hept-6-en-1-ol (100 mg, 0.2 mmol) in anhydrous dichloromethane (2 ml) at room temperature and under an atmosphere of nitrogen was added activated 4A molecular sieves (50 mg), N-methylmorpholine-N-oxide (71 mg, 0.61 mmol) and TPAP (3.6 mg, 0.01 mmol). The reaction was stirred for 30 minutes and filtered through a SiO2 pad, and the pad washed well with diethyl ether. The filtrate was concentrated in vacuo to afford the product as ... Reactants: COC(=O)c1sc(-c2cccc(N)c2)c(Br)c1OCC(=O)OC(C)(C)C, CCN(C(C)C)C(C)C, COC(=O)Cl, ClCCl. Product: COC(=O)Nc1cccc(-c2sc(C(=O)OC)c(OCC(=O)OC(C)(C)C)c2Br)c1. RXN SMILES: [CH3:1][O:2][C:3](=[O:4])[c:5]1[s:6][c:7](-[c:20]2[cH:21][c:22]([NH2:26])[cH:23][cH:24][cH:25]2)[c:8]([Br:19])[c:9]1[O:10][CH2:11][C:12](=[O:13])[O:14][C:15]([CH3:16])([CH3:17])[CH3:18].[CH:27]([N:28]([CH:29]([CH3:30])[CH3:31])[CH2:32][CH3:33])([CH3:34])[CH3:35].[Cl:36][C:37](=[O:38])[O:39][CH3:40].[Cl:41][CH2:42][Cl:43]>>[CH3:1][O:2][C:3](=[O:4])[c:5]1[s:6][c:7](-[c:20]2[cH:21][c:22]([NH:26][C:37](=[O:38])[O:39][CH3:40])[cH:23][cH:24][cH:25]2)[c:8]([Br:19])[c:9]1[O:10][CH2:11][C:12](=[O:13])[O:14][C:15]([CH3:16])([CH3:17])[CH3:18]. Starting materials: CSC1=CC2=NC=CC(=C2S1)OC1=C(C=C(C=C1)N)F (4-(2-(Methylthio)thieno[3,2-b]pyridin-7-yloxy)-3-fluorobenzenamine), C1(=CC=CC=C1)CC(=O)N=C=S (2-phenylacetyl isothiocyanate). The solvent is C1CCOC1 (THF). Reaction conditions: time 3 hour. Yields the product CSC1=CC2=NC=CC(=C2S1)OC1=C(C=C(C=C1)NC(=S)NC(CC1=CC=CC=C1)=O)F (1-(4-(2-(Methylthio)thieno[3,2-b]pyridin-7-yloxy)-3-fluorophenyl)-3-(2-phenylacetyl)thiourea). Yield: 26.0%. As a reaction SMILES: [CH3:1][S:2][C:3]1[S:11][C:10]2[C:5](=[N:6][CH:7]=[CH:8][C:9]=2[O:12][C:13]2[CH:18]=[CH:17][C:16]([NH2:19])=[CH:15][C:14]=2[F:20])[CH:4]=1.[C:21]1([CH2:27][C:28]([N:30]=[C:31]=[S:32])=[O:29])[CH:26]=[CH:25][CH:24]=[CH:23][CH:22]=1>C1COCC1>[CH3:1][S:2][C:3]1[S:11][C:10]2[C:5](=[N:6][CH:7]=[CH:8][C:9]=2[O:12][C:13]2[CH:18]=[CH:17][C:16]([NH:19][C:31]([NH:30][C:28](=[O:29])[CH2:27][C:21]3[CH:22]=[CH:23][CH:24]=[CH:25][CH:26]=3)=[S:32])=[CH:15][C:14]=2[F:20])[CH:4]=1. Procedure details: To a suspension of 231 (61 mg) in THF (2 mL) was added 2-phenylacetyl isothiocyanate (42 mg, 0,199 mmol). The reaction mixture was stirred for 3 hours, concentrated under reduced pressure and the residue was purified by column chromatography, eluent EtOAc/hexane (35:65), to produce yellow oil. Purification of this material by preparative HPLC (column C-18 Aquasil, gradient: 60% MeOH to 95% MeOH) afforded title compound 232a (25 mg, 26% yield) as a cream solid. Characterization of 232a is provide... Reactants: O.NC(C(=O)O)CC1=CC=C(C=C1)N (2-amino-3-(4-aminophenyl)-propionic acid hydrate), ClC1=CC=NC2=CC=CC=C12 (4-chloro-quinoline), Cl (HCl). The solvent is O1CCOCC1 (dioxane). Conditions: temperature 120 celsius, time 30 minute. Yields the product O.O.Cl.Cl.NC(C(=O)O)CC1=CC=C(C=C1)NC1=CC=NC2=CC=CC=C12 (2-Amino-3-[4-(quinolin-4-ylamino)-phenyl]propionic acid dihydrochloride dihydrate). The yield is 129.7%. Reaction SMILES: [OH2:1].[NH2:2][CH:3]([CH2:7][C:8]1[CH:13]=[CH:12][C:11]([NH2:14])=[CH:10][CH:9]=1)[C:4]([OH:6])=[O:5].[Cl:15][C:16]1[C:25]2[C:20](=[CH:21][CH:22]=[CH:23][CH:24]=2)[N:19]=[CH:18][CH:17]=1.[ClH:26]>O1CCOCC1>[OH2:5].[OH2:1].[ClH:15].[ClH:26].[NH2:2][CH:3]([CH2:7][C:8]1[CH:9]=[CH:10][C:11]([NH:14][C:16]2[C:25]3[C:20](=[CH:21][CH:22]=[CH:23][CH:24]=3)[N:19]=[CH:18][CH:17]=2)=[CH:12][CH:13]=1)[C:4]([OH:6])=[O:5] |f:0.1,5.6.7.8.9|. Reported procedure: A mixture of 2-amino-3-(4-aminophenyl)-propionic acid hydrate (0.27 g, 1.5 mmol), 4-chloro-quinoline (0.245 g, 1.5 mmol) and conc. HCl (0.43 g) in dioxane (3 mL) is stirred at 120° C. temperature for 30 min in a tightly closed Pierce glass reaction vial. After cooling the liquid phase is separated and the solid residue is washed with acetonitrile (3×3 mL) and diethyl ether (5 mL) to give the title compound (0.405 g, 65%) as yellow solid. The reactants are M-tBu, CCOCC (Et2O), ClC=1C=C(C=CC1Cl)CCCNC(OC(C)(C)C)=O (tert-Butyl 3-(3,4-dichlorophenyl)propylcarbamate). Solvent: Cl (HCl), O1CCOCC1 (dioxane). Reaction conditions: time 30 minute. The product is Cl.ClC=1C=C(C=CC1Cl)CCCN (3-(3,4-Dichlorophenyl)propan-1-amine hydrochloride). The yield is 142.3%. Reaction SMILES: [Cl:1][C:2]1[CH:3]=[C:4]([CH2:9][CH2:10][CH2:11][NH:12]C(=O)OC(C)(C)C)[CH:5]=[CH:6][C:7]=1[Cl:8].CCOCC>Cl.O1CCOCC1>[ClH:1].[Cl:1][C:2]1[CH:3]=[C:4]([CH2:9][CH2:10][CH2:11][NH2:12])[CH:5]=[CH:6][C:7]=1[Cl:8] |f:4.5|. Reported procedure: To a solution of Intermediate 1A (8.0 g, 37 mmol) in THF (35 mL) was added LAH (40 mL, 2 M in THF, 81 mmol) dropwise for 40 min at 0° C. under Ar. The colorless solution turned yellowish brown, and a precipitate formed after stirring at rt for 30 min. The suspension was stirred at rt for 6 h. The reaction mixture was cooled to 0° C. and quenched by careful addition of H2O (3 mL), 15% NaOH (3 mL) and then H2O (9 mL). Et2O (ca. 100 mL) was added. The mixture was stirred at rt for 20 min then filte...